This data is from the Open Reaction Database (ORD), a public repository of structured organic reaction records. The task is: describe an organic reaction: reactants, conditions, products, and yield Reactants: ClC1=CC=C(C=C1)S(=O)(=O)Cl (4-chlorobenzenesulfonyl chloride), CN1CCC(CC1)C1=CNC2=CC=C(C=C12)O (3-(1-methylpiperidin-4-yl)-5-hydroxy-1H-indole), [OH-].[Na+] (sodium hydroxide). Product: CN1CCC(CC1)C1=CNC2=CC=C(C=C12)OS(=O)(=O)C1=CC=C(C=C1)Cl (4-Chlorobenzenesulfonic acid 3-(1-methylpiperidin-4-yl)-1H-indol-5-yl ester). The yield is 97.8%. RXN SMILES: [Cl:1][C:2]1[CH:7]=[CH:6][C:5]([S:8](Cl)(=[O:10])=[O:9])=[CH:4][CH:3]=1.[CH3:12][N:13]1[CH2:18][CH2:17][CH:16]([C:19]2[C:27]3[C:22](=[CH:23][CH:24]=[C:25]([OH:28])[CH:26]=3)[NH:21][CH:20]=2)[CH2:15][CH2:14]1.[OH-].[Na+]>>[CH3:12][N:13]1[CH2:18][CH2:17][CH:16]([C:19]2[C:27]3[C:22](=[CH:23][CH:24]=[C:25]([O:28][S:8]([C:5]4[CH:6]=[CH:7][C:2]([Cl:1])=[CH:3][CH:4]=4)(=[O:10])=[O:9])[CH:26]=3)[NH:21][CH:20]=2)[CH2:15][CH2:14]1 |f:2.3|. Procedure details: By a method similar to Example 31, using 4-chlorobenzenesulfonyl chloride (242 mg, 1.15 mmol) and 3-(1-methylpiperidin-4-yl)-5-hydroxy-1H-indole (220 mg, 0.96 mmol), 0.2 N sodium hydroxide (5.5 mL, 1.1 mmol) gave 380 mg of a white solid. The crude product was recrystallized from ethyl acetate/hexanes to give 300 mg (78%) of the title compound as an off white powder: mp=182-183.5° C.; MS(m/e): 404 (M+); Calculated for C20H21ClN2O3S: C, 59.33; H, 5.23; N, 6.92. Found: C, 59.24; H, 5.22; N, 6.90. The reactants are CCc1cc2c(c(C)c1O)C(=O)CC1(CCC1)O2, CON, CC(=O)[O-], CO, Cl, [Na+], O. Reaction SMILES: [CH2:1]([CH3:2])[c:3]1[c:4]([OH:18])[c:5]([CH3:17])[c:6]2[c:11]([cH:12]1)[O:10][C:9]1([CH2:8][C:7]2=[O:16])[CH2:13][CH2:14][CH2:15]1.[CH3:19][O:20][NH2:21].[CH3:24][C:25](=[O:26])[O-:27].[CH3:29][OH:30].[ClH:22].[Na+:23].[OH2:28]>>[CH2:1]([CH3:2])[c:3]1[c:4]([OH:18])[c:5]([CH3:17])[c:6]2[c:11]([cH:12]1)[O:10][C:9]1([CH2:8][C:7]2=[N:21][O:20][CH3:19])[CH2:13][CH2:14][CH2:15]1. Yields the product CCc1cc2c(c(C)c1O)C(=NOC)CC1(CCC1)O2. The reactants are CC(=O)O, ClCCCl, O=C(O)C(F)(F)F, CC(=O)N1CCC2(CCNCC2)c2ccccc21, CCOC(=O)N1CCC(=O)CC1. The product is CCOC(=O)N1CCC(N2CCC3(CCN(C(C)=O)c4ccccc43)CC2)CC1. Reaction SMILES: [CH3:31][C:32](=[O:33])[OH:34].[Cl:42][CH2:43][CH2:44][Cl:45].[F:35][C:36]([F:37])([F:38])[C:39]([OH:40])=[O:41].[N:1]1([C:16]([CH3:17])=[O:18])[CH2:2][CH2:3][C:4]2([CH2:5][CH2:6][NH:7][CH2:8][CH2:9]2)[c:10]2[cH:11][cH:12][cH:13][cH:14][c:15]21.[O:19]=[C:20]1[CH2:21][CH2:22][N:23]([C:26](=[O:27])[O:28][CH2:29][CH3:30])[CH2:24][CH2:25]1>>[N:1]1([C:16]([CH3:17])=[O:18])[CH2:2][CH2:3][C:4]2([CH2:5][CH2:6][N:7]([CH:20]3[CH2:21][CH2:22][N:23]([C:26](=[O:27])[O:28][CH2:29][CH3:30])[CH2:24][CH2:25]3)[CH2:8][CH2:9]2)[c:10]2[cH:11][cH:12][cH:13][cH:14][c:15]21.